Dataset: the Open Reaction Database (ORD), a public repository of structured organic reaction records. Task: describe an organic reaction: reactants, conditions, products, and yield Starting materials: BrC1=CC=C(C=C1)[N+](=O)[O-] (1-bromo-4-nitrobenzene), CC1(OB(OC1(C)C)C1=CC2CCC(C1)N2C(=O)OC(C)(C)C)C (tert-butyl 3-(4,4,5,5-tetramethyl-1,3,2-dioxaborolan-2-yl)-8-azabicyclo[3.2.1]oct-2-ene-8-carboxylate), C([O-])([O-])=O.[K+].[K+] (potassium carbonate). The reagents and catalysts are C1=CC=C(C=C1)P([C-]2C=CC=C2)C3=CC=CC=C3.C1=CC=C(C=C1)P([C-]2C=CC=C2)C3=CC=CC=C3.Cl[Pd]Cl.[Fe+2] (PdCl2(dppf)). Solvent: C1COCCO1 (Dioxane-1,4), O (water). Product: [N+](=O)([O-])C1=CC=C(C=C1)C1=CC2CCC(C1)N2C(=O)OC(C)(C)C (tert-butyl 3-(4-nitrophenyl)-8-azabicyclo[3.2.1]oct-2-ene-8-carboxylate). The yield is 60.2%. As a reaction SMILES: Br[C:2]1[CH:7]=[CH:6][C:5]([N+:8]([O-:10])=[O:9])=[CH:4][CH:3]=1.CC1(C)C(C)(C)OB([C:19]2[CH2:25][CH:24]3[N:26]([C:27]([O:29][C:30]([CH3:33])([CH3:32])[CH3:31])=[O:28])[CH:21]([CH2:22][CH2:23]3)[CH:20]=2)O1.C(=O)([O-])[O-].[K+].[K+]>C1OCCOC1.O.C1C=CC(P(C2C=CC=CC=2)[C-]2C=CC=C2)=CC=1.C1C=CC(P(C2C=CC=CC=2)[C-]2C=CC=C2)=CC=1.Cl[Pd]Cl.[Fe+2]>[N+:8]([C:5]1[CH:6]=[CH:7][C:2]([C:19]2[CH2:20][CH:21]3[N:26]([C:27]([O:29][C:30]([CH3:33])([CH3:32])[CH3:31])=[O:28])[CH:24]([CH2:23][CH2:22]3)[CH:25]=2)=[CH:3][CH:4]=1)([O-:10])=[O:9] |f:2.3.4,7.8.9.10|. Procedure details: A mixture of 1-bromo-4-nitrobenzene (2.0 g; 9.9 mmol; 1.0 eq.), tert-butyl 3-(4,4,5,5-tetramethyl-1,3,2-dioxaborolan-2-yl)-8-azabicyclo[3.2.1]oct-2-ene-8-carboxylate (4.3 g; 12.9 mmol; 1.30 eq.), PdCl2(dppf) (724 mg; 0.99 mmol; 0.1 eq.) and potassium carbonate (4.1 g; 29.7 mmol; 3.0 eq.) in Dioxane-1,4 (20 mL) and water (10 mL) was heated at 900 under nitrogen atmosphere O/N. The reaction mixture was filtered through a celite pad. The cake was rinsed with dichloromethane, phases were separated a... Starting materials: NC1=C(C=CC=C1C(C1=CC=C(C=C1)Br)=O)CC(=O)O (2-amino-3-(4-bromobenzoyl)benzeneacetic acid), [Na] (sodium), C(C)I (ethyl iodide). Solvent: CN(C=O)C (dimethylformamide). Conditions: time 24 hour. The product is C(C)OC(CC1=C(C(=CC=C1)C(C1=CC=C(C=C1)Br)=O)N)=O (2-Amino-3-(4-bromobenzoyl)benzeneacetic acid ethyl ester). Isolated yield 74.0%. Reaction SMILES: [NH2:1][C:2]1[C:7]([C:8](=[O:16])[C:9]2[CH:14]=[CH:13][C:12]([Br:15])=[CH:11][CH:10]=2)=[CH:6][CH:5]=[CH:4][C:3]=1[CH2:17][C:18]([OH:20])=[O:19].[Na].[CH2:22](I)[CH3:23]>CN(C)C=O>[CH2:22]([O:19][C:18](=[O:20])[CH2:17][C:3]1[CH:4]=[CH:5][CH:6]=[C:7]([C:8](=[O:16])[C:9]2[CH:14]=[CH:13][C:12]([Br:15])=[CH:11][CH:10]=2)[C:2]=1[NH2:1])[CH3:23] |^1:20|. Reported procedure: A slurry of 35.6 g (0.1 mole) of 2-amino-3-(4-bromobenzoyl)benzeneacetic acid, sodium salt in 500 ml of dimethylformamide was treated with 32.0 g (0.2 mole) of ethyl iodide and stirred at ambient temperature for 24 hr. The mixture was filtered and the filtrate was poured into 3.5 liters of water. The solid which precipitated was collected by filtration, washed with water and recrystallized from absolute ethanol to yield 26.8 g (74%) of the titled compound as tiny gold needles, m.p. 107°-109° C. Starting materials: COC(CN1C([C@H](CNC2=C1C=CC=C2)NC(=O)OC(C)(C)C)=O)=O ((3S)-2-Oxo-3-tert-butoxycarbonylamino-2,3,4,5-tetrahydro-1H-1,5-benzodiazepine-1-acetic acid methyl ester), C(C1=CC=CC=C1)N=C=O (benzylisocyanate). Solvent: C(Cl)Cl (CH2Cl2), CN(C)C=O (DMF). Product: COC(CN1C([C@H](CN(C2=C1C=CC=C2)C(=O)NCC2=CC=CC=C2)NC(C2=CC=CC=C2)=O)=O)=O ((3S)-2-Oxo-3-benzoylamino-5-benzylaminocarbonyl-2,3,4,5-tetrahydro-1H-1,5-benzodiazepine-1-acetic acid methyl ester). Isolated yield 164.4%. RXN SMILES: [CH3:1][O:2][C:3](=[O:25])[CH2:4][N:5]1[C:11]2[CH:12]=[CH:13][CH:14]=[CH:15][C:10]=2[NH:9][CH2:8][C@H:7]([NH:16][C:17]([O:19]C(C)(C)C)=O)[C:6]1=[O:24].[CH2:26]([N:33]=[C:34]=[O:35])[C:27]1[CH:32]=[CH:31][CH:30]=[CH:29][CH:28]=1>C(Cl)Cl.CN(C=O)C>[CH3:1][O:2][C:3](=[O:25])[CH2:4][N:5]1[C:11]2[CH:12]=[CH:13][CH:14]=[CH:15][C:10]=2[N:9]([C:34]([NH:33][CH2:26][C:27]2[CH:32]=[CH:31][CH:30]=[CH:29][CH:28]=2)=[O:35])[CH2:8][C@H:7]([NH:16][C:17](=[O:19])[C:10]2[CH:15]=[CH:14][CH:13]=[CH:12][CH:11]=2)[C:6]1=[O:24]. Procedure details: A solution of 600a/103 (400 mg, 1.1 mmol) and benzylisocyanate (166 mg, 1.2mmol) in 10 ml of CH2Cl2 and 10 ml of DMF and heated at 80° C. for 3 days. The reaction was cooled to RT poured onto H2O and extracted with EtOAc (2×). The combined organic layers were washed with H2O (4×) and sat. aq. NaCl, dried over MgSO4 and concentrated in vacuo. Chromatography (flash, SiO2, 50% to 80% EtOAc/hexane) gave 440 mg (80%) of 602p as a white solid. The reactants are FC1=CC=C(C=C1)CC(=O)Cl (2-(4-fluorophenyl)acetyl chloride), [S-]C#N.[NH4+] (ammonium thiocyanate). Solvent: CC#N (MeCN). Run at temperature 50 celsius. Yields the product FC1=CC=C(C=C1)CC(=O)N=C=S (2-(4-fluorophenyl)acetyl isothiocyanate). RXN SMILES: [F:1][C:2]1[CH:7]=[CH:6][C:5]([CH2:8][C:9](Cl)=[O:10])=[CH:4][CH:3]=1.[S-:12][C:13]#[N:14].[NH4+]>CC#N>[F:1][C:2]1[CH:7]=[CH:6][C:5]([CH2:8][C:9]([N:14]=[C:13]=[S:12])=[O:10])=[CH:4][CH:3]=1 |f:1.2|. Procedure details: To a solution of crude 1a (27.4 g, 159 mmol) from the previous step in MeCN (159 mL) was added ammonium thiocyanate (12.69 g, 167 mmol, 1.05 eq.). The fine yellow slurry was heated at 50° C. for 1 h. After cooling down to 0° C., the reaction mixture was filtered through a Celite pad and the cake was washed with MeCN (10 mL). The filtrate and washings were combined and concentrated to a volume of 30-40 mL, cooled again to 0° C. and filtered through a Celite pad. The cake was washed with MeCN (10 ... Reactants: ClC1=C(CNC=2SC(C(N2)=O)=CC=2N=C3C(=C(C=NC3=CC2)C#N)OC(C)C)C=CC=C1 (6-[2-(2-chloro-benzylamino)-4-oxo-4H-thiazol-5-ylidenemethyl]-4-isopropoxy-[1,5]naphthyridine-3-carbonitrile), C(=O)(C)O[Na] (AcONa), O=C1N=C(SC1=CC=1N=C2C=C(C=NC2=CC1)C#N)NCC=1SC=CC1 (6-{4-oxo-2-[(thiophen-2-ylmethyl)-amino]-4H-thiazol-5-ylidenemethyl}-[1,5]naphthyridine-3-carbonitrile). Run in CC(=O)O (AcOH). Run at temperature 120 celsius. The product is ClC1=C(CNC=2SC(C(N2)=O)=CC=2N=C3C=C(C=NC3=CC2)C#N)C=CC=C1 (6-[2-(2-chloro-benzylamino)-4-oxo-4H-thiazol-5-ylidenemethyl]-[1,5]naphthyridine-3-carbonitrile). Yield: 30.1%. As a reaction SMILES: [Cl:1][C:2]1[CH:32]=[CH:31][CH:30]=[CH:29][C:3]=1[CH2:4][NH:5][C:6]1[S:7][C:8](=[CH:12][C:13]2[N:14]=[C:15]3[C:20](=[CH:21][CH:22]=2)[N:19]=[CH:18][C:17]([C:23]#[N:24])=[C:16]3OC(C)C)[C:9](=[O:11])[N:10]=1.C(O[Na])(C)=O.O=C1C(=CC2N=C3C(=CC=2)N=CC(C#N)=C3)SC(NCC2SC=CC=2)=N1>CC(O)=O>[Cl:1][C:2]1[CH:32]=[CH:31][CH:30]=[CH:29][C:3]=1[CH2:4][NH:5][C:6]1[S:7][C:8](=[CH:12][C:13]2[N:14]=[C:15]3[C:20](=[CH:21][CH:22]=2)[N:19]=[CH:18][C:17]([C:23]#[N:24])=[CH:16]3)[C:9](=[O:11])[N:10]=1. Reported procedure: To a mixture of 2-(2-chloro-benzylamino)-thiazol-4-one (40.9 mg, 0.17 mmol) (see Example 2), AcONa (160 mg, 1.95 mmol), and 6-formyl-4-isopropoxy-[1,5]naphthyridine-3-carbonitrile (53.1 mg, 0.22 mmol) (see Example 11) in a sealed tube was added AcOH (0.3 mL). The reaction mixture was heated to 120° C. (oil bath) for 2 hrs. The reaction mixture was then cooled to r.t. and triturated with water. The solid was collected by filtration and washed with water acetone and ether to give 6-[2-(2-chloro-be... Reactants: CC(C)(C)[Si](C)(C)Cl (TBSCl), N1C=NC=C1 (imidazole), OC(C#N)C[C@@H]1C=2C=3C(=NC=NC3SC2CC1)OC1CCC(CC1)N1CCOCC1 (2-hydroxy-3-[(3R)-12-[[4-(morpholin-4-yl)cyclohexyl]oxy]-7-thia-9,11-diazatricyclo[6.4.0.0[2,6]]dodeca-1(8),2(6),9,11-tetraen-3-yl]propanenitrile). The reagents and catalysts are CN(C1=CC=NC=C1)C (4-dimethylaminopyridine). Run in ClCCl (dichloromethane), O (water). Reaction conditions: time 8 hour. Yields the product [Si](C)(C)(C(C)(C)C)OC(C#N)C[C@@H]1C=2C=3C(=NC=NC3SC2CC1)OC1CCC(CC1)N1CCOCC1 (2-[(tert-butyldimethylsilyl)oxy]-3-[(3R)-12-[[4-(morpholin-4-yl)cyclohexyl]oxy]-7-thia-9,11-diazatricyclo[6.4.0.0[2,6]]dodeca-1(8),2 (6),9,11-tetraen-3-yl]propanenitrile). Isolated yield 94.8%. Reaction SMILES: [OH:1][CH:2]([CH2:5][C@H:6]1[CH2:17][CH2:16][C:15]2[S:14][C:13]3[N:12]=[CH:11][N:10]=[C:9]([O:18][CH:19]4[CH2:24][CH2:23][CH:22]([N:25]5[CH2:30][CH2:29][O:28][CH2:27][CH2:26]5)[CH2:21][CH2:20]4)[C:8]=3[C:7]1=2)[C:3]#[N:4].[CH3:31][C:32]([Si:35](Cl)([CH3:37])[CH3:36])([CH3:34])[CH3:33].N1C=CN=C1>ClCCl.CN(C)C1C=CN=CC=1.O>[Si:35]([O:1][CH:2]([CH2:5][C@H:6]1[CH2:17][CH2:16][C:15]2[S:14][C:13]3[N:12]=[CH:11][N:10]=[C:9]([O:18][CH:19]4[CH2:20][CH2:21][CH:22]([N:25]5[CH2:30][CH2:29][O:28][CH2:27][CH2:26]5)[CH2:23][CH2:24]4)[C:8]=3[C:7]1=2)[C:3]#[N:4])([C:32]([CH3:34])([CH3:33])[CH3:31])([CH3:37])[CH3:36]. Reported procedure: A 100-mL round-bottom flask was charged with a solution of 2-hydroxy-3-[(3R)-12-[[4-(morpholin-4-yl)cyclohexyl]oxy]-7-thia-9,11-diazatricyclo[6.4.0.0[2,6]]dodeca-1(8),2(6),9,11-tetraen-3-yl]propanenitrile (290 mg, 0.68 mmol, 1.00 equiv) in dichloromethane (10 mL). TBSCl (153 mg, 1.02 mmol, 1.51 equiv), imidazole (92 mg, 1.35 mmol, 2.00 equiv) and 4-dimethylaminopyridine (17 mg, 0.14 mmol, 0.21 equiv) were added successively at 0° C. under nitrogen. The resulting mixture was stirred overnight at ... The reactants are C(=O)([O-])[O-].[K+].[K+] (K2CO3), OC1=CC=CC2=C1C=CS2 (4-hydroxybenzothiophene), CC1=C(N=C(O1)C1=CC=CC=C1)CCBr (5-methyl-2-phenyl-4-(2-bromoethyl)oxazole). The solvent is CC(=O)CC (methylethylketone). Conditions: time 72 hour. The product is CC1=C(N=C(O1)C1=CC=CC=C1)CCOC1=CC=CC2=C1C=CS2 (4-[2-(5-methyl-2-phenyl-4-oxazolyl)ethoxy]benzothiophene). Isolated yield 77.2%. As a reaction SMILES: [OH:1][C:2]1[C:7]2[CH:8]=[CH:9][S:10][C:6]=2[CH:5]=[CH:4][CH:3]=1.C([O-])([O-])=O.[K+].[K+].[CH3:17][C:18]1[O:22][C:21]([C:23]2[CH:28]=[CH:27][CH:26]=[CH:25][CH:24]=2)=[N:20][C:19]=1[CH2:29][CH2:30]Br>CC(CC)=O>[CH3:17][C:18]1[O:22][C:21]([C:23]2[CH:24]=[CH:25][CH:26]=[CH:27][CH:28]=2)=[N:20][C:19]=1[CH2:29][CH2:30][O:1][C:2]1[C:7]2[CH:8]=[CH:9][S:10][C:6]=2[CH:5]=[CH:4][CH:3]=1 |f:1.2.3|. Procedure: 5.15 g (0.034 mol) 4-hydroxybenzothiophene was dissolved in 130 ml methylethylketone and admixed with 9.4 g (0.068 mol) K2CO3 and 20 g (0.068 mol) 5-methyl-2-phenyl-4-(2-bromoethyl)oxazole. The preparation was boiled for 72 hours under reflux, evaporated, taken up in ethyl acetate and extracted three times by shaking with 2N NaOH. After cooling and evaporation of the organic phase, it was crystallized from ethyl acetate/isohexane. 8.8 g 4-[2-(5-methyl-2-phenyl-4-oxazolyl)ethoxy]benzothiophene of...